From a dataset of the Open Reaction Database (ORD), a public repository of structured organic reaction records. describe an organic reaction: reactants, conditions, products, and yield Reaction SMILES: [C:19]([Si:20]([CH3:21])([CH3:22])[O:24][CH2:25][CH:26]([CH2:27][N:28]([CH3:29])[CH3:30])[O:31][CH2:32][CH2:33][CH2:34][CH2:35][CH2:36][CH2:37][CH2:38][CH2:39][CH:40]=[CH:41][CH2:42][CH:43]=[CH:44][CH2:45][CH2:46][CH2:47][CH2:48][CH3:49])([CH3:23])([CH3:50])[CH3:51].[CH2:2]([N+:3]([CH2:4][CH2:5][CH2:6][CH3:7])([CH2:8][CH2:9][CH2:10][CH3:11])[CH2:12][CH2:13][CH2:14][CH3:15])[CH2:16][CH2:17][CH3:18].[CH2:52]1[O:53][CH2:54][CH2:55][CH2:56]1.[F-:1]>>[OH:24][CH2:25][CH:26]([CH2:27][N:28]([CH3:29])[CH3:30])[O:31][CH2:32][CH2:33][CH2:34][CH2:35][CH2:36][CH2:37][CH2:38][CH2:39][CH:40]=[CH:41][CH2:42][CH:43]=[CH:44][CH2:45][CH2:46][CH2:47][CH2:48][CH3:49]. Reactants: CCCCCC=CCC=CCCCCCCCCOC(CO[Si](C)(C)C(C)(C)C)CN(C)C, CCCC[N+](CCCC)(CCCC)CCCC, C1CCOC1, [F-]. Product: CCCCCC=CCC=CCCCCCCCCOC(CO)CN(C)C.